describe an organic reaction: reactants, conditions, products, and yield From a dataset of the Open Reaction Database (ORD), a public repository of structured organic reaction records. Starting materials: FC(F)(F)c1csc(Br)n1, CC(C)(C)OC(=O)NC1CCN(c2ncccc2C(F)(F)F)C1, NC1CCN(c2ccc(C(F)(F)F)cn2)CC1, NC1CCN(c2ncccc2C(F)(F)F)C1. Product: NC1CCN(c2nc(C(F)(F)F)cs2)CC1. Reaction SMILES: [Br:18][c:19]1[s:20][cH:21][c:22]([C:24]([F:25])([F:26])[F:27])[n:23]1.[C:28]([O:29][C:30](=[O:31])[NH:32][CH:33]1[CH2:34][CH2:35][N:36]([c:37]2[c:38]([C:39]([F:40])([F:41])[F:42])[cH:43][cH:44][cH:45][n:46]2)[CH2:47]1)([CH3:48])([CH3:49])[CH3:50].[F:1][C:2]([F:3])([F:4])[c:5]1[cH:6][cH:7][c:8]([N:9]2[CH2:10][CH2:11][CH:12]([NH2:15])[CH2:13][CH2:14]2)[n:16][cH:17]1.[F:51][C:52]([F:53])([F:54])[c:55]1[c:56]([N:57]2[CH2:58][CH2:59][CH:60]([NH2:61])[CH2:62]2)[n:63][cH:64][cH:65][cH:66]1>>[N:9]1([c:19]2[s:20][cH:21][c:22]([C:24]([F:25])([F:26])[F:27])[n:23]2)[CH2:10][CH2:11][CH:12]([NH2:15])[CH2:13][CH2:14]1. Starting materials: BrC1=NC=C(C=C1)CO (2-bromo-5-hydroxymethylpyridine), O1CCCC=C1 (3,4-dihydro-2H-pyran). Reagents/catalysts: CC=1C=CC(=CC1)S(=O)(=O)O (p-TsOH). Run in ClCCl (dichloromethane). Run at time 5 hour. Yields the product BrC1=NC=C(C=C1)COC1OCCCC1 (2-[(2-Bromopyridin-5-yl)methoxy]tetrahydro-2H-pyran). The yield is 94.7%. RXN SMILES: [Br:1][C:2]1[CH:7]=[CH:6][C:5]([CH2:8][OH:9])=[CH:4][N:3]=1.[O:10]1[CH:15]=[CH:14][CH2:13][CH2:12][CH2:11]1>ClCCl.CC1C=CC(S(O)(=O)=O)=CC=1>[Br:1][C:2]1[CH:7]=[CH:6][C:5]([CH2:8][O:9][CH:11]2[CH2:12][CH2:13][CH2:14][CH2:15][O:10]2)=[CH:4][N:3]=1. Procedure details: To a solution of 2-bromo-5-hydroxymethylpyridine (4 Scheme 27, 7.3 g, 38.8 mmol) and 3,4-dihydro-2H-pyran (3.6 g, 42.7 mmol) in dichloromethane (150 mL) was added p-TsOH (200 mg) and the mixture was stirred for 5 h at room temperature. The reaction mixture was concentrated and purified by column chromatography (1:5 ethyl acetate/hexanes) to give the desired compound as a liquid (10 g, 95%); 1H NMR (300 MHz, CDCl3) δ 1.42-1.81 (6 H), 3.48 (m, 1 H), 3.80 (m, 1 H), 4.43 (m, 1 H), 4.62-4.73 (2 H), 7...